From a dataset of the Open Reaction Database (ORD), a public repository of structured organic reaction records. describe an organic reaction: reactants, conditions, products, and yield Starting materials: C1(=CC=CC=C1)S(=O)(=O)CNC1=C(NC2=CC(=C(C(=C12)Cl)C(=O)OC(C)(C)C)Cl)C(=O)OCC (3-[(phenylsulfonyl)methylamino]-2-carbethoxy-4,6-dichloro-tert-butyloxycarbonyl-indole), FC(C(=O)O)(F)F (trifluoroacetic acid). Run in C(Cl)Cl (methylene chloride). Conditions: time 3 hour. The product is C1(=CC=CC=C1)S(=O)(=O)CNC1=C(NC2=CC(=CC(=C12)Cl)Cl)C(=O)OCC (3-[(Phenylsulfonyl)methylamino]-2-carbethoxy-4,6-dichloroindole). Yield: 21.6%. As a reaction SMILES: [C:1]1([S:7]([CH2:10][NH:11][C:12]2[C:20]3[C:15](=[CH:16][C:17]([Cl:29])=[C:18](C(OC(C)(C)C)=O)[C:19]=3[Cl:21])[NH:14][C:13]=2[C:30]([O:32][CH2:33][CH3:34])=[O:31])(=[O:9])=[O:8])[CH:6]=[CH:5][CH:4]=[CH:3][CH:2]=1.FC(F)(F)C(O)=O>C(Cl)Cl>[C:1]1([S:7]([CH2:10][NH:11][C:12]2[C:20]3[C:15](=[CH:16][C:17]([Cl:29])=[CH:18][C:19]=3[Cl:21])[NH:14][C:13]=2[C:30]([O:32][CH2:33][CH3:34])=[O:31])(=[O:8])=[O:9])[CH:2]=[CH:3][CH:4]=[CH:5][CH:6]=1. Procedure details: Dissolve 3-[(phenylsulfonyl)methylamino]-2-carbethoxy-4,6-dichloro-tert-butyloxycarbonyl-indole (400 mg, 0.758 mmol) in methylene chloride (15 mL). Add, by dropwise addition, trifluoroacetic acid (15 mL) and stir at room temperature for 3 hours. Evaporate the solvent in vacuo and treat the resulting residue with saturated sodium hydrogen carbonate. Extact into methylene chloride and dry (MgSO4). Recrystallize (ethyl acetate/hexane) to give the title compound (70 mg, 22%); mp 244°-45° C. Starting materials: ClC1=CC=C(C=C1)\C=C\CCCC#CS(=O)(=O)C1=CC=CC=C1 ((E)-1-Chloro-4-(7-(phenylsulfonyl)hept-1-en-6-yn-1-yl)benzene). Run in ClCCCl (DCE). Run at temperature 180 celsius, time 15 minute. The product is ClC=1C=C2C(=C3C(=CC2=CC1)CCC3)S(=O)(=O)C3=CC=CC=C3 (6-Chloro-4-(phenylsulfonyl)-2,3-dihydro-1H-cyclopenta[b]naphthalene). Yield: 89.7%. RXN SMILES: [Cl:1][C:2]1[CH:7]=[CH:6][C:5](/[CH:8]=[CH:9]/[CH2:10][CH2:11][CH2:12][C:13]#[C:14][S:15]([C:18]2[CH:23]=[CH:22][CH:21]=[CH:20][CH:19]=2)(=[O:17])=[O:16])=[CH:4][CH:3]=1>ClCCCl>[Cl:1][C:2]1[CH:3]=[C:4]2[C:5](=[CH:6][CH:7]=1)[CH:8]=[C:9]1[CH2:10][CH2:11][CH2:12][C:13]1=[C:14]2[S:15]([C:18]1[CH:19]=[CH:20][CH:21]=[CH:22][CH:23]=1)(=[O:16])=[O:17]. Reported procedure: To a 2-5 mL microwave irradiation vial equipped with a stir bar was added enyne 5g (0.045 g, 0.13 mmol) in DCE (2.2 mL). The reaction was irradiated with stirring at 180° C. for 15 min until complete by TLC. The reaction turned light yellow in color. The reaction was then transferred to a vial, concentrated under reduced pressure, and dried under vacuum to yield naphthalene 6g as a white solid (0.040 g, 89%). The reactants are CCO, Cl, CC(=O)c1ccc(Oc2ccc(Cl)cc2N)cc1, NO, O. Product: CC(=NO)c1ccc(Oc2ccc(Cl)cc2N)cc1. As a reaction SMILES: [CH3:23][CH2:24][OH:25].[ClH:19].[NH2:1][c:2]1[c:3]([O:4][c:5]2[cH:6][cH:7][c:8]([C:11]([CH3:12])=[O:13])[cH:9][cH:10]2)[cH:14][cH:15][c:16]([Cl:18])[cH:17]1.[NH2:20][OH:21].[OH2:22]>>[NH2:1][c:2]1[c:3]([O:4][c:5]2[cH:6][cH:7][c:8]([C:11]([CH3:12])=[N:20][OH:21])[cH:9][cH:10]2)[cH:14][cH:15][c:16]([Cl:18])[cH:17]1. The reactants are BrC=1C=CC(=NC1Cl)OC=1C=CC2=C(N(C(=N2)COC=2C=C(C(=O)OC)C=CC2)C)C1 (Methyl 3-({6-[(5-bromo-6-chloropyridin-2-yl)oxy]-1-methyl-1H-benzimidazol-2-yl}methoxy)benzoate), C[O-].[Na+] (sodium methoxide), O (water). Run in O1CCOCC1 (1,4-dioxane). The product is BrC=1C=CC(=NC1OC)OC=1C=CC2=C(N(C(=N2)COC=2C=C(C(=O)O)C=CC2)C)C1 (3-({6-[(5-bromo-6-methoxypyridin-2-yl)oxy]-1-methyl-1H-benzimidazol-2-yl}methoxy)benzoic acid). As a reaction SMILES: [Br:1][C:2]1[CH:3]=[CH:4][C:5]([O:9][C:10]2[CH:11]=[CH:12][C:13]3[N:17]=[C:16]([CH2:18][O:19][C:20]4[CH:21]=[C:22]([CH:27]=[CH:28][CH:29]=4)[C:23](OC)=[O:24])[N:15]([CH3:30])[C:14]=3[CH:31]=2)=[N:6][C:7]=1Cl.[CH3:32][O-:33].[Na+].[OH2:35]>O1CCOCC1>[Br:1][C:2]1[CH:3]=[CH:4][C:5]([O:9][C:10]2[CH:11]=[CH:12][C:13]3[N:17]=[C:16]([CH2:18][O:19][C:20]4[CH:21]=[C:22]([CH:27]=[CH:28][CH:29]=4)[C:23]([OH:35])=[O:24])[N:15]([CH3:30])[C:14]=3[CH:31]=2)=[N:6][C:7]=1[O:33][CH3:32] |f:1.2|. Procedure: Methyl 3-({6-[(5-bromo-6-chloropyridin-2-yl)oxy]-1-methyl-1H-benzimidazol-2-yl}methoxy)benzoate produced in Example (3a) (0.74 g, 1.47 mmol), sodium methoxide (5.0 M solution in methanol, 2.94 mL, 14.7 mmol), water (10 mL) and 1,4-dioxane (20 mL) were stirred with heating under reflux for three days. After leaving to cool, the reaction mixture was concentrated and water (50 mL) was added. This aqueous solution was neutralized by adding 1 M hydrochloric acid and the precipitated solid was collect... Starting materials: O (water), C(C1=CC=CC=C1)OC=1NN(C(C1)(C=O)C1=CC2=C(OCCO2)C=C1)C(C)C (3-benzyloxy-5-(2,3-dihydrobenzo[1,4]-dioxin-6-yl)-5-formyl-1-isopropyl-1H-pyrazole), COC1=CC=C(C=C1)[Mg]Br (4-methoxyphenyl-magnesium bromide), O1CCCC1 (tetrahydrofuran), O1CCCC1 (tetrahydrofuran). Reaction conditions: time 2 hour. Yields the product C(C)(C)N1NC(C(=C1C1=CC2=C(OCCO2)C=C1)CC1=CC=C(C=C1)OC)=O (1-Isopropyl-5-(2,3-dihydrobenzo[1,4]dioxin-6-yl)-4-[(4-methoxyphenyl)methyl]-1,2-dihydro-3H-pyrazole-3-one). Reaction SMILES: C([O:8][C:9]1[NH:10][N:11]([CH:26]([CH3:28])[CH3:27])[C:12]([C:16]2[CH:25]=[CH:24][C:19]3[O:20][CH2:21][CH2:22][O:23][C:18]=3[CH:17]=2)(C=O)[CH:13]=1)C1C=CC=CC=1.[CH3:29][O:30][C:31]1[CH:36]=[CH:35][C:34]([Mg]Br)=[CH:33][CH:32]=1.O.O1CCC[CH2:41]1>>[CH:26]([N:11]1[C:12]([C:16]2[CH:25]=[CH:24][C:19]3[O:20][CH2:21][CH2:22][O:23][C:18]=3[CH:17]=2)=[C:13]([CH2:41][C:34]2[CH:35]=[CH:36][C:31]([O:30][CH3:29])=[CH:32][CH:33]=2)[C:9](=[O:8])[NH:10]1)([CH3:27])[CH3:28]. Reported procedure: To a solution of 3-benzyloxy-5-(2,3-dihydrobenzo[1,4]-dioxin-6-yl)-5-formyl-1-isopropyl-1H-pyrazole (0.19 g) in tetrahydrofuran (2 mL) was added a solution of 4-methoxyphenyl-magnesium bromide in tetrahydrofuran (1 mol/L, 0.60 mL) at room temperature, and the mixture was stirred at room temperature for 2 hours. A small amount of water was added to the reaction mixture, and the mixture was purified by column chromatography on aminopropylated silica gel (eluent: tetrahydrofuran). The obtained comp... The reactants are O (water), C(C)OC(OCC)OCC (triethylorthoformate), C1(=CC=C(C=C1)S(=O)(=O)O)C (p-toluenesulphonic acid), C[C@@H]1CC[C@H]2[C@H]([C@H](O[C@H]3[C@@]24[C@H]1CCC(O3)(OO4)C)O)C (Dihydroartemisinin). The solvent is C(C)O (ethanol). Run at temperature 20 celsius, time 30 minute. Product: CCO[C@@H]1[C@@H]([C@@H]2CC[C@H]([C@H]3[C@]24[C@H](O1)OC(CC3)(OO4)C)C)C (arteether). RXN SMILES: [CH3:1][C@H:2]1[C@@H:11]2[CH2:12][CH2:13][C:14]3([CH3:18])[O:16][O:17][C@:10]42[C@H:5]([C@@H:6]([CH3:20])[C@@H:7]([OH:19])[O:8][C@@H:9]4[O:15]3)[CH2:4][CH2:3]1.[CH2:21](OC(OCC)OCC)[CH3:22].C1(C)C=CC(S(O)(=O)=O)=CC=1.O>C(O)C>[CH3:21][CH2:22][O:19][C@H:7]1[O:8][C@@H:9]2[O:15][C:14]3([CH3:18])[O:16][O:17][C@@:10]42[C@@H:5]([CH2:4][CH2:3][C@@H:2]([CH3:1])[C@@H:11]4[CH2:12][CH2:13]3)[C@H:6]1[CH3:20]. Procedure: Dihydroartemisinin (50 mg) was dissolved in dry ethanol (3 ml). Add 2 ml of triethylorthoformate and (25 mg) of p-toluenesulphonic acid. The reaction mixture was stirred at room temperature (20° C.) for 30 min. 50 ml of water was added in the reaction mixture The reaction product was extracted by dichloromethane (30 mil×3). The dichloromethane extract was dried over anhydrous sodium sulphate and evaporation of solvent under vacuum at 40° C. and yielded the arteether (52 mg). Starting materials: C(C)(C)(C)C1C(CCCC1)O (2-tert-butylcyclohexanol), C1C(C)O1 (propyleneoxide), Cl (hydrochloric acid), [H][H] (hydrogen). Run in O1CCCC1 (tetrahydrofuran). Reaction conditions: temperature 60 celsius. The product is C(C)(C)(C)C1C(CCCC1)O (2-tert-butylcyclohexanol), C(C)(C)(C)C1C(CCCC1)OCC(C)O (1-(2-tert-butylcyclohexyloxy)-2-propanol). As a reaction SMILES: [C:1]([CH:5]1[CH2:10][CH2:9][CH2:8][CH2:7][CH:6]1[OH:11])([CH3:4])([CH3:3])[CH3:2].[H][H].[CH2:14]1[O:17][CH:15]1[CH3:16].Cl>O1CCCC1>[C:1]([CH:5]1[CH2:10][CH2:9][CH2:8][CH2:7][CH:6]1[OH:11])([CH3:4])([CH3:2])[CH3:3].[C:1]([CH:5]1[CH2:10][CH2:9][CH2:8][CH2:7][CH:6]1[O:11][CH2:14][CH:15]([OH:17])[CH3:16])([CH3:4])([CH3:2])[CH3:3]. Procedure: To a 300 ml round bottom flask provided with a Dimroth condenser and a dropping funnel, 7.5 g (0.194 mol) of sodium hydride (62 weight % mineral oil dispersion type) and 30 ml of tetrahydrofuran were added and heated at 60° C. under a nitrogen gas flow. Then, to this solution a mixture of 30.0 g (0.192 mol) of 2-tert-butylcyclohexanol (cis:trans=8:2) and 30 ml of tetrahydrofuran was added dropwise in approximately 30 minutes, and the mixed solution was stirred under reflux for 24 hours until the... Reactants: BrC1=CC=C(O1)CN(S(=O)(=O)C1=C(C=CC=C1)Cl)CC(C)C (N-(5-bromo-furan-2-ylmethyl)-2-chloro-N-isobutyl-benzenesulfonamide), CS(=O)(=O)C=1C=C(C=CC1)B(O)O ((3-methylsulfonylphenyl)-boronic acid), C(=O)([O-])[O-].[Na+].[Na+] (Na2CO3). The reagents and catalysts are C1=CC=C(C=C1)P([C-]2C=CC=C2)C3=CC=CC=C3.C1=CC=C(C=C1)P([C-]2C=CC=C2)C3=CC=CC=C3.Cl[Pd]Cl.[Fe+2].ClCCl (dichloro[1,1′-bis(diphenylphosphino)ferrocene]palladium dichloromethane). The solvent is O1CCOCC1.O (dioxane water). Yields the product ClC1=C(C=CC=C1)S(=O)(=O)N(CC=1OC(=CC1)C1=CC(=CC=C1)S(=O)(=O)C)CC(C)C (2-chloro-N-isobutyl-N-[5-(3-methanesulfonyl-phenyl)-furan-2-ylmethyl]-benzenesulfonamide). Reaction SMILES: Br[C:2]1[O:6][C:5]([CH2:7][N:8]([CH2:19][CH:20]([CH3:22])[CH3:21])[S:9]([C:12]2[CH:17]=[CH:16][CH:15]=[CH:14][C:13]=2[Cl:18])(=[O:11])=[O:10])=[CH:4][CH:3]=1.[CH3:23][S:24]([C:27]1[CH:28]=[C:29](B(O)O)[CH:30]=[CH:31][CH:32]=1)(=[O:26])=[O:25].C([O-])([O-])=O.[Na+].[Na+]>O1CCOCC1.O.C1C=CC(P(C2C=CC=CC=2)[C-]2C=CC=C2)=CC=1.C1C=CC(P(C2C=CC=CC=2)[C-]2C=CC=C2)=CC=1.Cl[Pd]Cl.[Fe+2].ClCCl>[Cl:18][C:13]1[CH:14]=[CH:15][CH:16]=[CH:17][C:12]=1[S:9]([N:8]([CH2:19][CH:20]([CH3:22])[CH3:21])[CH2:7][C:5]1[O:6][C:2]([C:31]2[CH:30]=[CH:29][CH:28]=[C:27]([S:24]([CH3:23])(=[O:26])=[O:25])[CH:32]=2)=[CH:3][CH:4]=1)(=[O:11])=[O:10] |f:2.3.4,5.6,7.8.9.10.11|. Procedure: In analogy to example 1, step 3, N-(5-bromo-furan-2-ylmethyl)-2-chloro-N-isobutyl-benzenesulfonamide was reacted with (3-methylsulfonylphenyl)-boronic acid, Na2CO3 and dichloro[1,1′-bis(diphenylphosphino)ferrocene]palladium dichloromethane adduct in dioxane/water to give 2-chloro-N-isobutyl-N-[5-(3-methanesulfonyl-phenyl)-furan-2-ylmethyl]-benzenesulfonamide as a light yellow oil. MS: 498.9 ([M+NH4]+) Reactants: C([O-])([O-])=O.[Li+].[Li+] (lithium carbonate), C1(CC1)[C@]1([C@@H](NCC1)C(C)C)O ((2S,3R)-3-cyclopropyl-2-isopropylpyrrolidin-3-ol), FC1=CC(=C(C#N)C=C1)C(F)(F)F (4-fluoro-2-(trifluoromethyl)benzonitrile). The product is C(C)[C@@H]1N(CC[C@]1(C)O)C1=CC(=C(C#N)C=C1)C(F)(F)F (4-[(2S,3S)-2-ethyl-3-hydroxy-3-methylpyrrolidin-1-yl]-2-(trifluoromethyl)benzonitrile), oil. Yield: 90.0%. RXN SMILES: [CH:1]1([C@:4]2([OH:12])[CH2:8][CH2:7][NH:6][C@H:5]2[CH:9]([CH3:11])C)CC1.F[C:14]1[CH:21]=[CH:20][C:17]([C:18]#[N:19])=[C:16]([C:22]([F:25])([F:24])[F:23])[CH:15]=1.C(=O)([O-])[O-].[Li+].[Li+]>>[CH2:9]([C@H:5]1[C@:4]([OH:12])([CH3:1])[CH2:8][CH2:7][N:6]1[C:14]1[CH:21]=[CH:20][C:17]([C:18]#[N:19])=[C:16]([C:22]([F:23])([F:25])[F:24])[CH:15]=1)[CH3:11] |f:2.3.4|. Procedure: By an operation in the same manner as in Example 1 and using (2S,3S)-2-ethyl-3-methylpyrrolidin-3-ol 0.5 oxalate (200 mg), 4-fluoro-2-(trifluoromethyl)benzonitrile (325 mg) and lithium carbonate (187 mg), the title compound was obtained as pale-yellow oil (yield: 306.6 mg, yield: 90%).